Dataset: the Open Reaction Database (ORD), a public repository of structured organic reaction records. Task: describe an organic reaction: reactants, conditions, products, and yield Starting materials: FC1=C(C=CC(=C1)B1OC(C(O1)(C)C)(C)C)C=1N=CC(=NC1)N (5-(2-fluoro-4-(4,4,5,5-tetramethyl-1,3,2-dioxaborolan-2-yl)phenyl)-pyrazin-2-amine), BrC1=C(C=CC=C1)S(=O)(=O)C1CCS(CC1)(=O)=O (4-((2-bromophenyl)sulfonyl)tetrahydro-2H-thiopyran 1,1-dioxide). Yields the product O=S1(CCC(CC1)S(=O)(=O)C1=C(C=CC=C1)C1=CC(=C(C=C1)C=1N=CC(=NC1)N)F)=O (5-{2′-[(1,1-Dioxidotetrahydro-2H-thiopyran-4-yl)sulfonyl]-3-fluorobiphenyl-4-yl}pyrazin-2-amine). RXN SMILES: [F:1][C:2]1[CH:7]=[C:6](B2OC(C)(C)C(C)(C)O2)[CH:5]=[CH:4][C:3]=1[C:17]1[N:18]=[CH:19][C:20]([NH2:23])=[N:21][CH:22]=1.Br[C:25]1[CH:30]=[CH:29][CH:28]=[CH:27][C:26]=1[S:31]([CH:34]1[CH2:39][CH2:38][S:37](=[O:41])(=[O:40])[CH2:36][CH2:35]1)(=[O:33])=[O:32]>>[O:41]=[S:37]1(=[O:40])[CH2:36][CH2:35][CH:34]([S:31]([C:26]2[CH:25]=[CH:30][CH:29]=[CH:28][C:27]=2[C:6]2[CH:5]=[CH:4][C:3]([C:17]3[N:18]=[CH:19][C:20]([NH2:23])=[N:21][CH:22]=3)=[C:2]([F:1])[CH:7]=2)(=[O:33])=[O:32])[CH2:39][CH2:38]1. Procedure details: The title compound was prepared using analogous conditions to those described in Example 6 utilizing 5-(2-fluoro-4-(4,4,5,5-tetramethyl-1,3,2-dioxaborolan-2-yl)phenyl)-pyrazin-2-amine and 4-((2-bromophenyl)sulfonyl)tetrahydro-2H-thiopyran 1,1-dioxide. MS (ESI): mass calcd. for C21H20FN3O4S2, 461.09; m/z found, 462.1 [M+H]+. 1H NMR (400 MHz, DMSO-d6) δ 8.42 (s, 1H), 8.07-8.04 (m, 2H), 7.92 (m, 1H), 7.84 (m, 1H), 7.75 (m, 1H), 7.49 (dd, J=7.5, 1.0, 1H), 7.38-7.31 (m, 1H), 7.29 (dd, J=8.0, 1.6, 1H)... Reactants: ClC=1C=C(C=CC1)C1=CC=C(C=C1)C[C@H](CC(C(=O)OCC)C)NC(C(=O)OCC)=O ((4S)-ethyl 5-(3′-chlorobiphenyl-4-yl)-4-(2-ethoxy-2-oxoacetamido)-2-methylpentanoate), NN (hydrazine). Solvent: CO (MeOH), CO (MeOH). Conditions: time 18 hour. Product: ClC=1C=C(C=CC1)C1=CC=C(C=C1)C[C@H](CC(C(=O)OCC)C)NC(C(=O)NN)=O ((45)-ethyl 5-(3′-chlorobiphenyl-4-yl)-4-(2-hydrazinyl-2-oxoacetamido)-2-methylpentanoate). The yield is 87.8%. As a reaction SMILES: [Cl:1][C:2]1[CH:3]=[C:4]([C:8]2[CH:13]=[CH:12][C:11]([CH2:14][C@@H:15]([NH:24][C:25](=[O:31])[C:26]([O:28]CC)=O)[CH2:16][CH:17]([CH3:23])[C:18]([O:20][CH2:21][CH3:22])=[O:19])=[CH:10][CH:9]=2)[CH:5]=[CH:6][CH:7]=1.[NH2:32][NH2:33]>CO>[Cl:1][C:2]1[CH:3]=[C:4]([C:8]2[CH:13]=[CH:12][C:11]([CH2:14][C@@H:15]([NH:24][C:25](=[O:31])[C:26]([NH:32][NH2:33])=[O:28])[CH2:16][CH:17]([CH3:23])[C:18]([O:20][CH2:21][CH3:22])=[O:19])=[CH:10][CH:9]=2)[CH:5]=[CH:6][CH:7]=1. Reported procedure: To a solution of (4S)-ethyl 5-(3′-chlorobiphenyl-4-yl)-4-(2-ethoxy-2-oxoacetamido)-2-methylpentanoate (637 mg, 1.43 mmol) in MeOH (40 mL) is added a solution of 50% wt hydrazine (0.09 mL, 1.43 mmol) in MeOH (10 mL) at −20° C. After stirring for 18 hour at room temperature, the reaction mixture is concentrated under reduced pressure to give (45)-ethyl 5-(3′-chlorobiphenyl-4-yl)-4-(2-hydrazinyl-2-oxoacetamido)-2-methylpentanoate (542 mg). HPLC retention time=1.54 minutes (condition A); MS 432.3 (M... The reactants are ClC=1C=C(C=CC1C(=O)N[C@@H](C(C)C)C(=O)OC)C1=CC=C(C=C1)[N+](=O)[O-] (methyl N-[(3-chloro-4′-nitrobiphenyl-4-yl)carbonyl]-L-valinate), Cl (HCl). The reagents and catalysts are [Fe] (Iron). Run in C(C)O (ethanol). The product is NC1=CC=C(C=C1)C1=CC(=C(C=C1)C(=O)N[C@@H](C(C)C)C(=O)OC)Cl (methyl N-[(4′-amino-3-chlorobiphenyl-4-yl)carbonyl]-L-valinate). Isolated yield 88.8%. As a reaction SMILES: [Cl:1][C:2]1[CH:3]=[C:4]([C:19]2[CH:24]=[CH:23][C:22]([N+:25]([O-])=O)=[CH:21][CH:20]=2)[CH:5]=[CH:6][C:7]=1[C:8]([NH:10][C@H:11]([C:15]([O:17][CH3:18])=[O:16])[CH:12]([CH3:14])[CH3:13])=[O:9].Cl>C(O)C.[Fe]>[NH2:25][C:22]1[CH:23]=[CH:24][C:19]([C:4]2[CH:5]=[CH:6][C:7]([C:8]([NH:10][C@H:11]([C:15]([O:17][CH3:18])=[O:16])[CH:12]([CH3:13])[CH3:14])=[O:9])=[C:2]([Cl:1])[CH:3]=2)=[CH:20][CH:21]=1. Procedure: Iron powder (0.44 g, 7.8 mmol) was added to a solution of methyl N-[(3-chloro-4′-nitrobiphenyl-4-yl)carbonyl]-L-valinate (0.30 g, 0.78 mmol) in ethanol (10 mL). Concentrated HCl (0.39 mL, 0.78 mmol) was added, and the mixture was heated at reflux for 3 h. Upon cooling to rt, the mixture was filtered through a pad of Celite®, and the filtrate was concentrated in vacuo. The material was purified by column chromatography (33% EtOAc in hexanes), yielding 0.25 g (89%) of the title compound. LC/MS m/z... The reactants are OC1=CC(=CC=2CCCCC12)C=1OC=2C(=NC=CC2)N1 (2-(4-hydroxy-5,6,7,8-tetrahydronaphth-2-yl)oxazolo[4,5-b]pyridine), [H-].[Na+] (sodium hydride), C(CC)I (propyl iodide). Solvent: CN(C=O)C (dimethylformamide). Reaction conditions: time 10 minute. The product is C(CC)OC1=CC(=CC=2CCCCC12)C=1OC=2C(=NC=CC2)N1 (2-(4-propoxy-5,6,7,8-tetrahydronaphth-2-yl)oxazolo[4,5-b]pyridine). Reaction SMILES: [OH:1][C:2]1[C:11]2[CH2:10][CH2:9][CH2:8][CH2:7][C:6]=2[CH:5]=[C:4]([C:12]2[O:13][C:14]3[C:15]([N:20]=2)=[N:16][CH:17]=[CH:18][CH:19]=3)[CH:3]=1.[H-].[Na+].[CH2:23](I)[CH2:24][CH3:25]>CN(C)C=O>[CH2:23]([O:1][C:2]1[C:11]2[CH2:10][CH2:9][CH2:8][CH2:7][C:6]=2[CH:5]=[C:4]([C:12]2[O:13][C:14]3[C:15]([N:20]=2)=[N:16][CH:17]=[CH:18][CH:19]=3)[CH:3]=1)[CH2:24][CH3:25] |f:1.2|. Procedure: A solution of 5.0 mmoles of product from Step D in 5 ml. of dimethylformamide is treated with 5.0 mmoles of sodium hydride/mineral oil emulsion. After stirring 10 minutes 1.0 g. of propyl iodide is added. After stirring 2 hours, the mixture is concentrated in vacuo to remove the dimethylformamide. Water (10 ml.) is added to the residue and the solids are collected and recrystallized from cyclohexane to give 2-(4-propoxy-5,6,7,8-tetrahydronaphth-2-yl)oxazolo[4,5-b]pyridine. Starting materials: C(C)(C)(C)C1=NN(/C(/S1)=N/C(=O)C1=C(CN2CC(C2)C(=O)O)C=CC(=C1)C(F)(F)F)CCCC ((Z)-1-(2-(5-tert-butyl-3-butyl-1,3,4-thiadiazol-2(3H)-ylidenecarbamoyl)-4-(trifluoromethyl)benzyl)azetidine-3-carboxylic acid), [N+](=[N-])=C[Si](C)(C)C ((diazomethyl)trimethylsilane). Run in CO (MeOH). Yields the product C(CCC)N1/C(/SC(=N1)C(C)(C)C)=N/C(=O)C1=C(CN2CC(C2)C(=O)OC)C=CC(=C1)C(F)(F)F (methyl 1-[2-({[(2Z)-3-butyl-5-tert-butyl-1,3,4-thiadiazol-2(3H)-ylidene]amino}carbonyl)-4-(trifluoromethyl)benzyl]azetidine-3-carboxylate). Isolated yield 83.0%. As a reaction SMILES: [C:1]([C:5]1[S:9]/[C:8](=[N:10]\[C:11]([C:13]2[CH:26]=[C:25]([C:27]([F:30])([F:29])[F:28])[CH:24]=[CH:23][C:14]=2[CH2:15][N:16]2[CH2:19][CH:18]([C:20]([OH:22])=[O:21])[CH2:17]2)=[O:12])/[N:7]([CH2:31][CH2:32][CH2:33][CH3:34])[N:6]=1)([CH3:4])([CH3:3])[CH3:2].[N+](=[CH:37][Si](C)(C)C)=[N-]>CO>[CH2:31]([N:7]1[N:6]=[C:5]([C:1]([CH3:4])([CH3:3])[CH3:2])[S:9]/[C:8]/1=[N:10]\[C:11]([C:13]1[CH:26]=[C:25]([C:27]([F:30])([F:29])[F:28])[CH:24]=[CH:23][C:14]=1[CH2:15][N:16]1[CH2:19][CH:18]([C:20]([O:22][CH3:37])=[O:21])[CH2:17]1)=[O:12])[CH2:32][CH2:33][CH3:34]. Reported procedure: To a solution of Example 21A (200 mg, 0.401 mmol) in MeOH was added (diazomethyl)trimethylsilane (1 mL, 2M in ether). The reaction was concentrated to obtain the title compound (170 mg, 0.332 mmol, 83% yield). 1H NMR (300 MHz, CDCl3) δ ppm 0.96-1.04 (m, 3H) 1.35-1.47 (m, 2H) 1.43 (s, 9H) 1.85-1.96 (m, 2H) 3.29-3.50 (m, 3H) 3.54-3.67 (m, 2H) 3.71 (s, 3H) 4.26 (s, 2H) 4.41 (t, J=7.12 Hz, 2H) 7.64-7.79 (m, 2H) 8.48 (s, 1H); (ESI) m/z 513 (M+H)−, 511 (M−H)−. Starting materials: O=C([O-])[O-], Cn1cccc1CCCS(=O)(=O)[O-], [K+], [K+], C1CCOC1, c1c[nH]cn1. The product is Cn1cccc1CCn1ccnc1. As a reaction SMILES: [C:19](=[O:20])([O-:21])[O-:22].[CH3:1][n:2]1[c:3]([CH2:7][CH2:8][CH2:9][S:10]([O-:11])(=[O:12])=[O:13])[cH:4][cH:5][cH:6]1.[K+:23].[K+:24].[O:25]1[CH2:26][CH2:27][CH2:28][CH2:29]1.[nH:14]1[cH:15][n:16][cH:17][cH:18]1>>[CH3:1][n:2]1[c:3]([CH2:7][CH2:8][n:14]2[cH:15][n:16][cH:17][cH:18]2)[cH:4][cH:5][cH:6]1. Starting materials: CC(=O)Oc1cccc(I)c1OC(C)=O, CC1CCC(CO)O1, CC1(C)CCCC(C)(C)N1O. Product: CC1CCC(C(=O)O)O1. RXN SMILES: [C:9]([O:10][c:12]1[c:13]([O:14][C:15](=[O:16])[CH3:17])[c:18]([I:19])[cH:20][cH:21][cH:22]1)(=[O:11])[CH3:23].[CH3:1][CH:2]1[CH2:3][CH2:4][CH:5]([CH2:7][OH:8])[O:6]1.[CH3:24][C:25]1([CH3:34])[N:26]([O:27])[C:28]([CH3:29])([CH3:30])[CH2:31][CH2:32][CH2:33]1>>[CH3:1][CH:2]1[CH2:3][CH2:4][CH:5]([C:7](=[O:8])[OH:11])[O:6]1.